From a dataset of the Open Reaction Database (ORD), a public repository of structured organic reaction records. describe an organic reaction: reactants, conditions, products, and yield Reactants: [F-].[Cs+] (CsF), ClC1=NC=CC2=C1C=C(N2C(=O)OC(C)(C)C)C(=O)OC (1-Tert-butyl 2-methyl 4-chloro-1H-pyrrolo[3,2-c]pyridine-1,2-dicarboxylate), FC1=NC=CC(=C1)[Sn](CCCC)(CCCC)CCCC (2-fluoro-4-(tributylstannyl)pyridine). Reagents/catalysts: CC(C)([P](C(C)(C)C)([Pd][P](C(C)(C)C)(C(C)(C)C)C(C)(C)C)C(C)(C)C)C (bis(tri-t-butylphosphine)palladium(0)). The solvent is O1CCOCC1 (1,4-dioxane). Reaction conditions: temperature 100 celsius. The product is SiO2, FC1=NC=CC(=C1)C1=NC=CC2=C1C=C(N2)C(=O)OC (Methyl 4-(2-fluoropyridin-4-yl)-1H-pyrrolo[3,2-c]pyridine-2-carboxylate). Yield: 76.7%. As a reaction SMILES: Cl[C:2]1[C:7]2[CH:8]=[C:9]([C:18]([O:20][CH3:21])=[O:19])[N:10](C(OC(C)(C)C)=O)[C:6]=2[CH:5]=[CH:4][N:3]=1.[F:22][C:23]1[CH:28]=[C:27]([Sn](CCCC)(CCCC)CCCC)[CH:26]=[CH:25][N:24]=1.[F-].[Cs+]>CC(C)([P](C(C)(C)C)([Pd][P](C(C)(C)C)(C(C)(C)C)C(C)(C)C)C(C)(C)C)C.O1CCOCC1>[F:22][C:23]1[CH:28]=[C:27]([C:2]2[C:7]3[CH:8]=[C:9]([C:18]([O:20][CH3:21])=[O:19])[NH:10][C:6]=3[CH:5]=[CH:4][N:3]=2)[CH:26]=[CH:25][N:24]=1 |f:2.3,^1:46,52|. Reported procedure: 1-Tert-butyl 2-methyl 4-chloro-1H-pyrrolo[3,2-c]pyridine-1,2-dicarboxylate (100 mg, 0.322 mmole), 2-fluoro-4-(tributylstannyl)pyridine (162 mg, 0.418 mmole), CsF (108 mg, 0.708 mmole), and bis(tri-t-butylphosphine)palladium(0) (16 mg, 0.031 mmole) were combined in a screw cap vial. To this was added 1,4-dioxane (1 mL). N2 was bubbled through the mixture for 10 seconds. The vial was capped then heated to 100° C. After 6 hr was cooled to RT, diluted with EtOAc, filtered through a pad of Celite was... Reactants: CN1C(=O)C[C@](C)(N/C/1=N/C(=O)OC(C)(C)C)c2cc(Br)cs2, OB(O)c1cccnc1. Reagents/catalysts: CCN=P(N=P(N(C)C)(N(C)C)N(C)C)(N(C)C)N(C)C (P2-Et), CC(C)c1cc(C(C)C)c(-c2ccccc2[PH](C(C)(C)C)(C(C)(C)C)[Pd]2(OS(C)(=O)=O)Nc3ccccc3-c3ccccc32)c(C(C)C)c1 (tBuXphos G3). Solvent: CS(C)=O (DMSO), O (water), CS(C)=O (DMSO), CS(C)=O (DMSO), CS(C)=O (DMSO). Run at time 22 hour. Product: CN1C(=O)C[C@](C)(N/C/1=N/C(=O)OC(C)(C)C)c2cc(cs2)c3cccnc3, CN1C(=O)C[C@](C)(N/C/1=N/C(=O)OC(C)(C)C)c2cc(Br)cs2, c1ccc(-c2ccccc2)cc1.